This data is from the Open Reaction Database (ORD), a public repository of structured organic reaction records. The task is: describe an organic reaction: reactants, conditions, products, and yield The reactants are C(C)(C)(C)OC(NC(CC1=CNC2=C(C=CC=C12)C=CS(=O)(=O)C)(C)C)=O ({2-[7-(2-methanesulfonyl-vinyl)-1H-indol-3-yl]-1,1-dimethyl-ethyl}-carbamic acid tert-butyl ester). Reagents/catalysts: [Pd] (Pd/C). Run in CO (methanol), CO (methanol). Product: C(C)(C)(C)OC(NC(CC1=CNC2=C(C=CC=C12)CCS(=O)(=O)C)(C)C)=O ({2-[7-(2-methanesulfonyl-ethyl)-1H-indol-3-yl]-1,1-dimethyl-ethyl}-carbamic acid tert-butyl ester). Yield: 79.6%. Reaction SMILES: [C:1]([O:5][C:6](=[O:27])[NH:7][C:8]([CH3:26])([CH3:25])[CH2:9][C:10]1[C:18]2[C:13](=[C:14]([CH:19]=[CH:20][S:21]([CH3:24])(=[O:23])=[O:22])[CH:15]=[CH:16][CH:17]=2)[NH:12][CH:11]=1)([CH3:4])([CH3:3])[CH3:2]>CO.[Pd]>[C:1]([O:5][C:6](=[O:27])[NH:7][C:8]([CH3:26])([CH3:25])[CH2:9][C:10]1[C:18]2[C:13](=[C:14]([CH2:19][CH2:20][S:21]([CH3:24])(=[O:23])=[O:22])[CH:15]=[CH:16][CH:17]=2)[NH:12][CH:11]=1)([CH3:3])([CH3:4])[CH3:2]. Procedure: To a solution of {2-[7-(2-methanesulfonyl-vinyl)-1H-indol-3-yl]-1,1-dimethyl-ethyl}-carbamic acid tert-butyl ester (0.40 g, 1.02,mmol) in methanol (20.0 mL) is added 10% Pd/C (0.10 g) in methanol (2.0 mL). The reaction mixture is purged with hydrogen and hydrogenation is carried out with a hydrogen balloon overnight. The reaction mixture is filtered and the filtrate is evaporated to dryness to give 320 mg of {2-[7-(2-methanesulfonyl-ethyl)-1H-indol-3-yl]-1,1-dimethyl-ethyl}-carbamic acid tert-bu... Reactants: CO, CCCCCn1c2nc[nH]c2c(=O)n2c(CCNC(=O)OCc3ccccc3)nnc12. The product is CCCCCn1c2nc[nH]c2c(=O)n2c(CCN)nnc12. Reaction SMILES: [CH3:32][OH:33].[O:1]=[c:2]1[c:3]2[nH:4][cH:5][n:6][c:7]2[n:8]([CH2:27][CH2:28][CH2:29][CH2:30][CH3:31])[c:9]2[n:10]1[c:11]([CH2:14][CH2:15][NH:16][C:17](=[O:18])[O:19][CH2:20][c:21]1[cH:22][cH:23][cH:24][cH:25][cH:26]1)[n:12][n:13]2>>[O:1]=[c:2]1[c:3]2[nH:4][cH:5][n:6][c:7]2[n:8]([CH2:27][CH2:28][CH2:29][CH2:30][CH3:31])[c:9]2[n:10]1[c:11]([CH2:14][CH2:15][NH2:16])[n:12][n:13]2. Reactants: OCc1cccc(Cc2ccccc2)n1, [Cl-], CC(C)C(C=Cc1ccc(C(F)(F)F)cc1F)C(=O)O, CC(C)C(C=Cc1ccc(F)cc1)C(=O)O. Yields the product CC(C)C(C=Cc1ccc(F)cc1)C(=O)OCc1cccc(Cc2ccccc2)n1. Reaction SMILES: [CH2:38]([c:39]1[cH:40][cH:41][cH:42][cH:43][cH:44]1)[c:45]1[cH:46][cH:47][cH:48][c:49]([CH2:51][OH:52])[n:50]1.[Cl-:1].[F:18][c:19]1[cH:20][c:21]([C:22]([F:23])([F:24])[F:25])[cH:26][cH:27][c:28]1[CH:29]=[CH:30][CH:31]([CH:32]([CH3:33])[CH3:34])[C:35]([OH:36])=[O:37].[F:2][c:3]1[cH:4][cH:5][c:6]([CH:9]=[CH:10][CH:11]([C:12](=[O:13])[OH:14])[CH:15]([CH3:16])[CH3:17])[cH:7][cH:8]1>>[F:2][c:3]1[cH:4][cH:5][c:6]([CH:9]=[CH:10][CH:11]([C:12](=[O:13])[O:14][CH2:51][c:49]2[cH:48][cH:47][cH:46][c:45]([CH2:38][c:39]3[cH:40][cH:41][cH:42][cH:43][cH:44]3)[n:50]2)[CH:15]([CH3:16])[CH3:17])[cH:7][cH:8]1. Yields the product CSc1nc(C)n(CC(=O)O)c(=O)c1C#N. As a reaction SMILES: [C:1](#[N:2])[c:3]1[c:4]([S:16][CH3:17])[n:5][c:6]([CH3:15])[n:7]([CH2:10][C:11](=[O:12])[O:13][CH3:14])[c:8]1=[O:9].[CH3:20][OH:21].[Na+:19].[OH-:18]>>[C:1](#[N:2])[c:3]1[c:4]([S:16][CH3:17])[n:5][c:6]([CH3:15])[n:7]([CH2:10][C:11](=[O:12])[OH:13])[c:8]1=[O:9]. Reactants: COC(=O)Cn1c(C)nc(SC)c(C#N)c1=O, CO, [Na+], [OH-].